From a dataset of the Open Reaction Database (ORD), a public repository of structured organic reaction records. describe an organic reaction: reactants, conditions, products, and yield Starting materials: FC=1C=CC(=C(C1)C(C)=O)SC (1-[5-Fluoro-2-(methylthio)phenyl]ethanone), C(C)(=O)O (acetic acid), BrBr (bromine). The solvent is C(Cl)(Cl)(Cl)Cl (carbon tetrachloride), C(Cl)(Cl)(Cl)Cl (carbon tetrachloride). Run at time 16 hour. Yields the product BrCC(=O)C1=C(C=CC(=C1)F)SC (2-Bromo-1-[5-fluoro-2-(methylthio)phenyl]ethanone). Yield: 67.7%. Reaction SMILES: [F:1][C:2]1[CH:3]=[CH:4][C:5]([S:11][CH3:12])=[C:6]([C:8](=[O:10])[CH3:9])[CH:7]=1.C(O)(=O)C.[Br:17]Br>C(Cl)(Cl)(Cl)Cl>[Br:17][CH2:9][C:8]([C:6]1[CH:7]=[C:2]([F:1])[CH:3]=[CH:4][C:5]=1[S:11][CH3:12])=[O:10]. Procedure details: To a stirring solution of 20c (2.07 g, 11.34 mmol), carbon tetrachloride (62 ml) and glacial acetic acid (2.07 ml) was added at room temperature a solution of bromine (μL 546.6, 10.66 mmol) in carbon tetrachloride (34 ml). The first drop was added and after 20 minutes the solution was added dropwise in 4 hours. After stirring for 16 hours the solvent was distilled and to the residue was added water and solid sodium bicarbonate (to pH 7), the organic phase was separated and water extracted with d... Reactants: oil, COC([C@@H](N)CSC(C)(C)C)=O (S-(t-butyl)-L-cysteine methyl ester), C(C)(=O)SCC(C(=O)O)CC1=CC=CC=C1 (3-acetylthio-2-benzylpropionic acid), oil. The solvent is CO (MeOH), CO (MeOH). The product is COC([C@@H](NC(C(CSC(C)=O)CC1=CC=CC=C1)=O)CSC(C)(C)C)=O (N-(3-Acetylthio-2-Benzylpropionyl)-S-(t-Butyl)-L-Cysteine Methyl Ester). As a reaction SMILES: [CH3:1][O:2][C:3](=[O:12])[C@H:4]([CH2:6][S:7][C:8]([CH3:11])([CH3:10])[CH3:9])[NH2:5].[C:13]([S:16][CH2:17][CH:18]([CH2:22][C:23]1[CH:28]=[CH:27][CH:26]=[CH:25][CH:24]=1)[C:19](O)=[O:20])(=[O:15])[CH3:14]>CO>[CH3:1][O:2][C:3](=[O:12])[C@H:4]([CH2:6][S:7][C:8]([CH3:9])([CH3:11])[CH3:10])[NH:5][C:19](=[O:20])[CH:18]([CH2:22][C:23]1[CH:24]=[CH:25][CH:26]=[CH:27][CH:28]=1)[CH2:17][S:16][C:13](=[O:15])[CH3:14]. Reported procedure: React S-(t-butyl)-L-cysteine methyl ester (2.32 g) and 3-acetylthio-2-benzylpropionic acid (3.22 g) in the manner described in Example 1, Step 1 to give an orange solid. Chromatograph this solid on a column of silica gel (2L, 60-200 mesh) and elute with ethyl acetate:hexane 3:17 to give Isomer A, a clear oil (1.09 g), [α]D26 =-44.9° (MeOH); overlap Isomer A and Isomer B (0.52 g); and Isomer B, a clear oil (0.75 g), [α]D26 =+8.3° (MeOH). Starting materials: CC(=O)Cl, CCc1cc(C(C)=O)c(O)cc1OCCCCCN, c1ccncc1. Product: CCc1cc(C(C)=O)c(O)cc1OCCCCCNC(C)=O. RXN SMILES: [CH3:20][C:21]([Cl:22])=[O:23].[NH2:1][CH2:2][CH2:3][CH2:4][CH2:5][CH2:6][O:7][c:8]1[cH:9][c:10]([OH:19])[c:11]([C:16]([CH3:17])=[O:18])[cH:12][c:13]1[CH2:14][CH3:15].[cH:24]1[cH:25][cH:26][n:27][cH:28][cH:29]1>>[NH:1]([CH2:2][CH2:3][CH2:4][CH2:5][CH2:6][O:7][c:8]1[cH:9][c:10]([OH:19])[c:11]([C:16]([CH3:17])=[O:18])[cH:12][c:13]1[CH2:14][CH3:15])[C:21]([CH3:20])=[O:23]. The reactants are OC=1C=C(C2=C(C=C(O2)C2=CC=C(C=C2)O)C1)C=CC(=O)N (3-[5-Hydroxy-2-(4-hydroxyphenyl)-benzofuran-7-yl]-acrylamide). The solvent is CN(C)C=O (DMF), P(=O)(Cl)(Cl)Cl (phosphorous oxychloride). Yields the product OC=1C=C(C2=C(C=C(O2)C2=CC=C(C=C2)O)C1)C=CC#N (3-[5-Hydroxy-2-(4-hydroxy-phenyl)-benzofuran-7-yl]-acrylonitrile). Isolated yield 10.5%. As a reaction SMILES: [OH:1][C:2]1[CH:3]=[C:4]([CH:18]=[CH:19][C:20]([NH2:22])=O)[C:5]2[O:9][C:8]([C:10]3[CH:15]=[CH:14][C:13]([OH:16])=[CH:12][CH:11]=3)=[CH:7][C:6]=2[CH:17]=1>CN(C=O)C.P(Cl)(Cl)(Cl)=O>[OH:1][C:2]1[CH:3]=[C:4]([CH:18]=[CH:19][C:20]#[N:22])[C:5]2[O:9][C:8]([C:10]3[CH:11]=[CH:12][C:13]([OH:16])=[CH:14][CH:15]=3)=[CH:7][C:6]=2[CH:17]=1. Procedure: A solution of 3-[5-hydroxy-2-(4-hydroxyphenyl)-benzofuran-7-yl]-acrylamide 61 (0.07 g, 0.24 mmol) in DMF (5 mL) and phosphorous oxychloride (0.11 mL) was heated at 65° C. for 2 hours. Then ice was added to the reaction mixture and the product extracted into ethyl acetate. The organic layer was dried over MgSO4 and the solvent removed in vacuo. The crude product was submitted for reverse phase prep HPLC. The product was isolated to give 0.007 g of 3-[5-hydroxy-2-(4-hydroxy-phenyl)-benzofuran-7-yl... The reactants are Cl, Cl, FC(F)F, C[Si](C)(C)CCOCn1ccc2nc(NC(=O)NC3CCCNC3)cnc21, O=S(=O)(Cl)Cl. Reaction SMILES: [ClH:1].[ClH:2].[F:35][CH:36]([F:37])[F:38].[NH:3]1[CH2:4][CH:5]([NH:9][C:10](=[O:11])[NH:12][c:13]2[n:14][c:15]3[c:16]([n:17][cH:18]2)[n:19]([CH2:22][O:23][CH2:24][CH2:25][Si:26]([CH3:27])([CH3:28])[CH3:29])[cH:20][cH:21]3)[CH2:6][CH2:7][CH2:8]1.[S:30](=[O:31])(=[O:32])([Cl:33])[Cl:34]>>[N:3]1([S:30](=[O:31])(=[O:32])[C:36]([F:35])([F:37])[F:38])[CH2:4][CH:5]([NH:9][C:10](=[O:11])[NH:12][c:13]2[n:14][c:15]3[c:16]([n:17][cH:18]2)[n:19]([CH2:22][O:23][CH2:24][CH2:25][Si:26]([CH3:27])([CH3:28])[CH3:29])[cH:20][cH:21]3)[CH2:6][CH2:7][CH2:8]1. Product: C[Si](C)(C)CCOCn1ccc2nc(NC(=O)NC3CCCN(S(=O)(=O)C(F)(F)F)C3)cnc21. The reactants are [H-].[Na+] (sodium hydride), NC\C=C/CO (4-amino-cis-2-buten-1-ol), BrC1=NC=CC(=C1)CN1CCCCC1 (2-bromo-4-(piperidinomethyl)pyridine). Solvent: O1CCCC1 (tetrahydrofuran), O1CCCC1 (tetrahydrofuran). Conditions: time 20 minute. Product: C1CCN(CC1)CC2=CC(=NC=C2)OC/C=C/CN (4-[4-(piperidinomethyl)pyridyl-2-oxy]-cis-2-butenamine). Isolated yield 48.5%. As a reaction SMILES: [H-].[Na+].[NH2:3][CH2:4]/[CH:5]=[CH:6]\[CH2:7][OH:8].Br[C:10]1[CH:15]=[C:14]([CH2:16][N:17]2[CH2:22][CH2:21][CH2:20][CH2:19][CH2:18]2)[CH:13]=[CH:12][N:11]=1>O1CCCC1>[CH2:20]1[CH2:21][CH2:22][N:17]([CH2:16][C:14]2[CH:13]=[CH:12][N:11]=[C:10]([O:8][CH2:7]/[CH:6]=[CH:5]/[CH2:4][NH2:3])[CH:15]=2)[CH2:18][CH2:19]1 |f:0.1|. Procedure details: 0.78 g of 60% sodium hydride was suspended in 20 ml of anhydrous tetrahydrofuran, and 1.54 g (17.7 mM) of 4-amino-cis-2-buten-1-ol was slowly added. The mixture was refluxed with stirring for 20 minutes. Then, under ice cooling, a solution of 3.00 g (11.8 mM) of 2-bromo-4-(piperidinomethyl)pyridine in 10 ml of tetrahydrofuran was added slowly to the mixture, and the entire mixture was then refluxed for 48 hours with stirring. After the reaction, the insoluble matter was removed by filtration, an... Solvent: O1CCOCC1.O (dioxane water). The yield is 20.2%. Product: COC1=CC=C(CN2N=C(C(=C2)C=2N=C(SC2)OC2=NC(=CC=C2)C)C(=O)N(C)OC)C=C1 (1-(4-methoxybenzyl)-N-methoxy-N-methyl-4-(2-(6-methylpyridin-2-yloxy)thiazol-4-yl)-1H-pyrazole-3-carboxamide). Conditions: temperature 120 celsius, time 30 minute. Procedure details: According to Scheme 5, Step 4: A mixture of 1-(4-methoxybenzyl)-4-iodo-N-methoxy-N-methyl-1H-pyrazole-3-carboxamide (0.59 mmol, 238 mg), 2-(6-methylpyridin-2-yloxy)-4-(4,4,5,5-tetramethyl-1,3,2-dioxaborolan-2-yl)thiazole (0.49 mmol, 157 mg), PdCl2(dppf) (49 μmol, 40 mg) and N-ethyl-N-isopropylpropan-2-amine (0.99 mmol, 0.17 mL) in dioxane/water (1:1, 3.3 mL) was stirred at 120° C. for 30 minutes under microwave conditions. The reaction mixture was filtered through a pad of celite and was washed ... As a reaction SMILES: [CH3:1][O:2][C:3]1[CH:21]=[CH:20][C:6]([CH2:7][N:8]2[CH:12]=[C:11](I)[C:10]([C:14]([N:16]([O:18][CH3:19])[CH3:17])=[O:15])=[N:9]2)=[CH:5][CH:4]=1.[CH3:22][C:23]1[N:28]=[C:27]([O:29][C:30]2[S:31][CH:32]=[C:33](B3OC(C)(C)C(C)(C)O3)[N:34]=2)[CH:26]=[CH:25][CH:24]=1.C(N(C(C)C)C(C)C)C>O1CCOCC1.O.C1C=CC(P(C2C=CC=CC=2)[C-]2C=CC=C2)=CC=1.C1C=CC(P(C2C=CC=CC=2)[C-]2C=CC=C2)=CC=1.Cl[Pd]Cl.[Fe+2]>[CH3:1][O:2][C:3]1[CH:21]=[CH:20][C:6]([CH2:7][N:8]2[CH:12]=[C:11]([C:33]3[N:34]=[C:30]([O:29][C:27]4[CH:26]=[CH:25][CH:24]=[C:23]([CH3:22])[N:28]=4)[S:31][CH:32]=3)[C:10]([C:14]([N:16]([O:18][CH3:19])[CH3:17])=[O:15])=[N:9]2)=[CH:5][CH:4]=1 |f:3.4,5.6.7.8|. Starting materials: COC1=CC=C(CN2N=C(C(=C2)I)C(=O)N(C)OC)C=C1 (1-(4-methoxybenzyl)-4-iodo-N-methoxy-N-methyl-1H-pyrazole-3-carboxamide), CC1=CC=CC(=N1)OC=1SC=C(N1)B1OC(C(O1)(C)C)(C)C (2-(6-methylpyridin-2-yloxy)-4-(4,4,5,5-tetramethyl-1,3,2-dioxaborolan-2-yl)thiazole), C(C)N(C(C)C)C(C)C (N-ethyl-N-isopropylpropan-2-amine). The reagents and catalysts are C1=CC=C(C=C1)P([C-]2C=CC=C2)C3=CC=CC=C3.C1=CC=C(C=C1)P([C-]2C=CC=C2)C3=CC=CC=C3.Cl[Pd]Cl.[Fe+2] (PdCl2(dppf)).